Dataset: the Open Reaction Database (ORD), a public repository of structured organic reaction records. Task: describe an organic reaction: reactants, conditions, products, and yield Reported procedure: 60% Sodium hydride (0.232 g) was gradually added to a tetrahydrofuran (4.5 ml) solution containing 1-tert-butoxycarbonyl-4-hydroxypiperidine (0.900 g) and 2-chloropyrimidine (0.666 g), and 2 hours later, dimethyl sulfoxide (1.0 ml) was added thereto, and the mixture was stirred at room temperature for 1 day to undergo reaction, thereby obtaining 1-tert-butoxycarbonyl-4-(2-pyrimidinyloxy)piperidine. This compound was acid-treated with hydrochloric acid to obtain 4-(2-pyrimidinyloxy)piperidine.hyd... Starting materials: C(C)(C)(C)OC(=O)N1CCC(CC1)OC1=NC=CC=N1 (1-tert-butoxycarbonyl-4-(2-pyrimidinyloxy)piperidine), C(C)(C)(C)OC(=O)N1CCC(CC1)O (1-tert-butoxycarbonyl-4-hydroxypiperidine), ClC1=NC=CC=N1 (2-chloropyrimidine), [H-].[Na+] (Sodium hydride), Cl (hydrochloric acid). The product is Cl.N1=C(N=CC=C1)OC1CCNCC1 (4-(2-pyrimidinyloxy)piperidine.hydrochloride). Conditions: time 1 day. The solvent is O1CCCC1 (tetrahydrofuran), CS(=O)C (dimethyl sulfoxide). As a reaction SMILES: [H-].[Na+].C(OC(N1CCC(O)CC1)=O)(C)(C)C.[Cl:17]C1N=CC=CN=1.C(OC([N:31]1[CH2:36][CH2:35][CH:34]([O:37][C:38]2[N:43]=[CH:42][CH:41]=[CH:40][N:39]=2)[CH2:33][CH2:32]1)=O)(C)(C)C.Cl>CS(C)=O.O1CCCC1>[ClH:17].[N:39]1[CH:40]=[CH:41][CH:42]=[N:43][C:38]=1[O:37][CH:34]1[CH2:35][CH2:36][NH:31][CH2:32][CH2:33]1 |f:0.1,8.9|. Reactants: BrB(Br)Br, COc1ccc2cc(C(=N)Nc3ccc(Cl)cc3)ccc2c1, ClCCl, [Na+], O=C([O-])O. The product is N=C(Nc1ccc(Cl)cc1)c1ccc2cc(O)ccc2c1. As a reaction SMILES: [B:23]([Br:24])([Br:25])[Br:26].[Cl:1][c:2]1[cH:3][cH:4][c:5]([NH:8][C:9](=[NH:10])[c:11]2[cH:12][c:13]3[cH:14][cH:15][c:16]([O:21][CH3:22])[cH:17][c:18]3[cH:19][cH:20]2)[cH:6][cH:7]1.[Cl:32][CH2:33][Cl:34].[Na+:31].[O-:27][C:28]([OH:29])=[O:30]>>[Cl:1][c:2]1[cH:3][cH:4][c:5]([NH:8][C:9](=[NH:10])[c:11]2[cH:12][c:13]3[cH:14][cH:15][c:16]([OH:21])[cH:17][c:18]3[cH:19][cH:20]2)[cH:6][cH:7]1. The reactants are COC=1C=C2CCNC(C2=CC1OC)C (1,2,3,4-tetrahydro-6,7-dimethoxy-1-methylisoquinoline), [N+](=O)([O-])C1=C(C=CC=C1)CC(=O)O (2-nitrophenylacetic acid). Product: [N+](=O)([O-])C1=C(C=CC=C1)CC(=O)N1C(C2=CC(=C(C=C2CC1)OC)OC)C (N-(2-nitrophenylacetyl)-1,2,3,4-tetrahydro-6,7-dimethoxy-1-methylisoquinoline). The yield is 72.1%. Reaction SMILES: [CH3:1][O:2][C:3]1[CH:4]=[C:5]2[C:10](=[CH:11][C:12]=1[O:13][CH3:14])[CH:9]([CH3:15])[NH:8][CH2:7][CH2:6]2.[N+:16]([C:19]1[CH:24]=[CH:23][CH:22]=[CH:21][C:20]=1[CH2:25][C:26](O)=[O:27])([O-:18])=[O:17]>>[N+:16]([C:19]1[CH:24]=[CH:23][CH:22]=[CH:21][C:20]=1[CH2:25][C:26]([N:8]1[CH2:7][CH2:6][C:5]2[C:10](=[CH:11][C:12]([O:13][CH3:14])=[C:3]([O:2][CH3:1])[CH:4]=2)[CH:9]1[CH3:15])=[O:27])([O-:18])=[O:17]. Procedure details: Using the procedures described in Example 3 hereinabove, 9.4 g of 1,2,3,4-tetrahydro-6,7-dimethoxy-1-methylisoquinoline is reacted with 8.0 g 2-nitrophenylacetic acid to give 11.8 g N-(2-nitrophenylacetyl)-1,2,3,4-tetrahydro-6,7-dimethoxy-1-methylisoquinoline. This amide is reduced with borane in THF to produce 13.2 g of N-(2-nitrophenethyl)-1,2,3,4-tetrahydro-6,7-dimethoxy-1-methylisoquinoline hydrochloride. Reduction of the nitro function by catalytic hydrogenation over palladium provides, aft... Starting materials: FC(C(CO)(C(F)(F)F)C)(F)F (3,3,3-Trifluoro-2-methyl-2-trifluoromethyl-propan-1-ol), CC(=O)OI1(C=2C=CC=CC2C(=O)O1)(OC(=O)C)OC(=O)C (Dess-Martin Periodinane). Run in 1,1,1,3 tetrachloroethane. Run at temperature 100 celsius. Product: FC(C(C=O)(C(F)(F)F)C)(F)F (3,3,3-Trifluoro-2-methyl-2-trifluoromethyl-propionaldehyde). As a reaction SMILES: [F:1][C:2]([F:12])([F:11])[C:3]([CH3:10])([C:6]([F:9])([F:8])[F:7])[CH2:4][OH:5].CC(OI1(OC(C)=O)(OC(C)=O)OC(=O)C2C=CC=CC1=2)=O>>[F:1][C:2]([F:11])([F:12])[C:3]([CH3:10])([C:6]([F:7])([F:9])[F:8])[CH:4]=[O:5]. Reported procedure: 3,3,3-Trifluoro-2-methyl-2-trifluoromethyl-propan-1-ol, 1 gm, 5.1 mM, and Dess-Martin Periodinane, 4.3 gm, 10.2 mM, 2 eq. was added to ten ml of 1,1,1,3 tetrachloroethane and the mixture stirred for several hours. A short path distillation head was added and the receiver flask was cooled in dry ice-acetone bath. The mixture was heated to 100° C. and the pressure lowered to 180 Ton. The desired product 3,3,3-Trifluoro-2-methyl-2-trifluoromethyl-propionaldehyde condensed in the receiver flask and ... RXN SMILES: [NH2:1][C:2]1[CH:17]=[C:16]([Cl:18])[CH:15]=[CH:14][C:3]=1[C:4]([NH:6][C:7]1[CH:12]=[CH:11][C:10]([Cl:13])=[CH:9][N:8]=1)=[O:5].[C:19]([O:23][C:24]([NH:26][CH2:27][CH2:28][O:29][C:30]1[CH:38]=[C:37]([N:39]2[CH2:44][CH2:43][O:42][CH2:41][CH2:40]2)[CH:36]=[CH:35][C:31]=1[C:32](O)=[O:33])=[O:25])([CH3:22])([CH3:21])[CH3:20]>>[C:19]([O:23][C:24]([NH:26][CH2:27][CH2:28][O:29][C:30]1[CH:38]=[C:37]([N:39]2[CH2:44][CH2:43][O:42][CH2:41][CH2:40]2)[CH:36]=[CH:35][C:31]=1[C:32]([NH:1][C:2]1[CH:17]=[C:16]([Cl:18])[CH:15]=[CH:14][C:3]=1[C:4]([NH:6][C:7]1[CH:12]=[CH:11][C:10]([Cl:13])=[CH:9][N:8]=1)=[O:5])=[O:33])=[O:25])([CH3:22])([CH3:20])[CH3:21]. Procedure details: Using methods substantially equivalent to those described in Example 29-G, 2-[2-(2-tert-butoxycarbonylaminoethoxy)-4-(morpholin-4-yl)benzoylamin]-4-chloro-N-(5-chloropyridin-2-yl)benzamide was prepared in a 74% yield from 2-amino-4-chloro-N-(5-chloropyridin-2-yl)benzamide and 2-(2-tert-butoxycarbonylaminoethoxy)-4-(morpholin-4-yl)benzoic acid. Yields the product C(C)(C)(C)OC(=O)NCCOC1=C(C(=O)NC2=C(C(=O)NC3=NC=C(C=C3)Cl)C=CC(=C2)Cl)C=CC(=C1)N1CCOCC1 (2-[2-(2-tert-Butoxycarbonylaminoethoxy)-4-(morpholin-4-yl)-benzoylamino]-4-chloro-N-(5-chloropyridin-2-yl)benzamide). Reactants: 2-[2-(2-tert-butoxycarbonylaminoethoxy)-4-(morpholin-4-yl)benzoylamin] 4-chloro-N-(5-chloropyridin-2-yl)benzamide, NC1=C(C(=O)NC2=NC=C(C=C2)Cl)C=CC(=C1)Cl (2-amino-4-chloro-N-(5-chloropyridin-2-yl)benzamide), C(C)(C)(C)OC(=O)NCCOC1=C(C(=O)O)C=CC(=C1)N1CCOCC1 (2-(2-tert-butoxycarbonylaminoethoxy)-4-(morpholin-4-yl)benzoic acid). The yield is 74.0%.